describe an organic reaction: reactants, conditions, products, and yield From a dataset of the Open Reaction Database (ORD), a public repository of structured organic reaction records. The reactants are C(C=C)Cl (allyl chloride), Cl[SiH]1CCC(CC1)C1=CC=C(C=C1)C1=CC=C(C=C1)CCC (4'-(4-chloro-4-silacyclohexyl)-4-n-propylbiphenyl). Product: C(=CC)[Si@@H]1CC[C@H](CC1)C1=CC=C(C=C1)C1=CC=C(C=C1)CCC (4'-(trans-4-(1-propenyl)-4-silacyclohexyl)-4-n-propylbiphenyl). Reaction SMILES: [CH2:1](Cl)[CH:2]=[CH2:3].Cl[SiH:6]1[CH2:11][CH2:10][CH:9]([C:12]2[CH:17]=[CH:16][C:15]([C:18]3[CH:23]=[CH:22][C:21]([CH2:24][CH2:25][CH3:26])=[CH:20][CH:19]=3)=[CH:14][CH:13]=2)[CH2:8][CH2:7]1>>[CH:3]([Si@H:6]1[CH2:11][CH2:10][C@H:9]([C:12]2[CH:17]=[CH:16][C:15]([C:18]3[CH:19]=[CH:20][C:21]([CH2:24][CH2:25][CH3:26])=[CH:22][CH:23]=3)=[CH:14][CH:13]=2)[CH2:8][CH2:7]1)=[CH:2][CH3:1]. Reported procedure: Preparation was conducted in the same manner as in Example 1 except for the fact that allyl chloride was used instead of n-propylbromide and that 4'-(4-chloro-4-silacyclohexyl)-4-n-propylbiphenyl was used instead of 4'-(4-chloro-4-silacyclohexyl)-4-fluorobiphenyl. Reactants: FC(C=1N(C=C(C(C1)=O)O)C)F (2-difluoromethyl-5-hydroxy-1-methyl-1H-pyridin-4-one), C(F)(F)(F)C(O)OC (CF3CH(OH)OCH3), C([O-])([O-])=O.[K+].[K+] (potassium carbonate). Reaction conditions: temperature 100 celsius. Yields the product FC(C1=CC(C(=C(N1C)C(C(F)(F)F)O)O)=O)F (6-difluoromethyl-3-hydroxy-1-methyl-2-(2,2,2-trifluoro-1-hydroxy-ethyl)-1H-pyridin-4-one). Yield: 4.5%. As a reaction SMILES: [F:1][CH:2]([F:12])[C:3]1[N:4]([CH3:11])[CH:5]=[C:6]([OH:10])[C:7](=[O:9])[CH:8]=1.[C:13]([CH:17](OC)[OH:18])([F:16])([F:15])[F:14].C(=O)([O-])[O-].[K+].[K+]>>[F:12][CH:2]([F:1])[C:3]1[N:4]([CH3:11])[C:5]([CH:17]([OH:18])[C:13]([F:16])([F:15])[F:14])=[C:6]([OH:10])[C:7](=[O:9])[CH:8]=1 |f:2.3.4|. Reported procedure: A suspension of 2-difluoromethyl-5-hydroxy-1-methyl-1H-pyridin-4-one (0.50 g, 2.85 mmol), CF3CH(OH)OCH3 (2.37 g, 18.2 mmol) and potassium carbonate (0.122 g, 0.88 mmol) in a sealed parallel reactor test tube was heated to about 100° C. The progress of the reaction was monitored by HPLC Method 1 (Example 24), and only one major product peak was detected (HPLC peak percent area was about 20% after 1.5 h, and 38% after 3 h). The reaction mixture was heated for another 21 h, then cooled down to RT, ... The reactants are COc1ccc(C(=O)c2oc3cccc(O)c3c2C)cc1, [K+], NN, [OH-], O, OCCO. Yields the product COc1ccc(Cc2oc3cccc(O)c3c2C)cc1. Reaction SMILES: [CH3:1][O:2][c:3]1[cH:4][cH:5][c:6]([C:7](=[O:8])[c:9]2[o:10][c:11]3[c:12]([c:13]2[CH3:14])[c:15]([OH:19])[cH:16][cH:17][cH:18]3)[cH:20][cH:21]1.[K+:25].[NH2:22][NH2:23].[OH-:24].[OH2:30].[OH:26][CH2:27][CH2:28][OH:29]>>[CH3:1][O:2][c:3]1[cH:4][cH:5][c:6]([CH2:7][c:9]2[o:10][c:11]3[c:12]([c:13]2[CH3:14])[c:15]([OH:19])[cH:16][cH:17][cH:18]3)[cH:20][cH:21]1.